From a dataset of the Open Reaction Database (ORD), a public repository of structured organic reaction records. describe an organic reaction: reactants, conditions, products, and yield The reactants are N#CBr (cyanogen bromide), C([O-])([O-])=O.[K+].[K+] (potassium carbonate), C(#N)C1(CCN(CC1)C)C1=C(C=CC=C1)SC1=CC=C(C=C1)F (4-cyano-4-[2-(4-fluorophenylthio)phenyl]-1-methylpiperidine). Solvent: C(Cl)(Cl)Cl (chloroform), C(Cl)(Cl)Cl (chloroform). Yields the product C(#N)N1CCC(CC1)(C1=C(C=CC=C1)SC1=CC=C(C=C1)F)C#N (1,4-dicyano-4-[2-(4-fluorophenylthio)phenyl]piperidine). As a reaction SMILES: [C:1]([C:3]1([C:10]2[CH:15]=[CH:14][CH:13]=[CH:12][C:11]=2[S:16][C:17]2[CH:22]=[CH:21][C:20]([F:23])=[CH:19][CH:18]=2)[CH2:8][CH2:7][N:6]([CH3:9])[CH2:5][CH2:4]1)#[N:2].[N:24]#CBr.C(=O)([O-])[O-].[K+].[K+]>C(Cl)(Cl)Cl>[C:9]([N:6]1[CH2:7][CH2:8][C:3]([C:1]#[N:2])([C:10]2[CH:15]=[CH:14][CH:13]=[CH:12][C:11]=2[S:16][C:17]2[CH:18]=[CH:19][C:20]([F:23])=[CH:21][CH:22]=2)[CH2:4][CH2:5]1)#[N:24] |f:2.3.4|. Procedure: A mixture of 19.8 g of 4-cyano-4-[2-(4-fluorophenylthio)phenyl]-1-methylpiperidine, Example 26(e), in 200 ml of chloroform is added portionwise over a 15 minute span to a mixture of 33.4 g of 97% cyanogen bromide and 130 g of potassium carbonate in 250 ml of chloroform. After total addition, the mixture is successively refluxed for 16 hours, cooled, filtered, washed thrice with 300 ml portions of water and one 50 ml portion of a saturated sodium chloride solution and dried. The resulting residue...